From a dataset of the Open Reaction Database (ORD), a public repository of structured organic reaction records. describe an organic reaction: reactants, conditions, products, and yield The reactants are NC1=NC=C(C=N1)C#N (2-amino-5-cyanopyrimidine), [Li+].C[Si](C)(C)[N-][Si](C)(C)C (LHMDS), [Li+].C[Si](C)(C)[N-][Si](C)(C)C (LHMDS), COC(C1=CC=C2CCCN(C2=N1)C(=O)OC1=CC=CC=C1)OC (phenyl 7-(dimethoxymethyl)-3,4-dihydro-1,8-naphthyridine-1(2H)-carboxylate), COC(C1=CC=C2CCCN(C2=N1)C(=O)OC1=CC=CC=C1)OC (phenyl 7-(dimethoxymethyl)-3,4-dihydro-1,8-naphthyridine-1(2H)-carboxylate), NC1=NC=C(C=N1)C#N (2-amino-5-cyanopyrimidine). The solvent is C1CCOC1 (THF). Run at temperature 0 celsius, time 1 hour. Yields the product C(#N)C=1C=NC(=NC1)NC(=O)N1CCCC2=CC=C(N=C12)C(OC)OC (N-(5-cyanopyrimidin-2-yl)-7-(dimethoxymethyl)-3,4-dihydro-1,8-naphthyridine-1(2H)-carboxamide). As a reaction SMILES: [CH3:1][O:2][CH:3]([O:23][CH3:24])[C:4]1[N:13]=[C:12]2[C:7]([CH2:8][CH2:9][CH2:10][N:11]2[C:14]([O:16]C2C=CC=CC=2)=O)=[CH:6][CH:5]=1.[NH2:25][C:26]1[N:31]=[CH:30][C:29]([C:32]#[N:33])=[CH:28][N:27]=1.[Li+].C[Si]([N-][Si](C)(C)C)(C)C>C1COCC1>[C:32]([C:29]1[CH:28]=[N:27][C:26]([NH:25][C:14]([N:11]2[C:12]3[C:7](=[CH:6][CH:5]=[C:4]([CH:3]([O:2][CH3:1])[O:23][CH3:24])[N:13]=3)[CH2:8][CH2:9][CH2:10]2)=[O:16])=[N:31][CH:30]=1)#[N:33] |f:2.3|. Procedure: A solution of phenyl 7-(dimethoxymethyl)-3,4-dihydro-1,8-naphthyridine-1(2H)-carboxylate (intermediate 3, 50 mg, 0.152 mmol) in THF (1.5 ml) was treated with 2-amino-5-cyanopyrimidine (45.7 mg, 0.381 mmol), cooled to 0° C. and treated with LHMDS (1M in THF, 0.305 ml, 0.305 mmol). The reaction mixture was stirred at 0° C. for 1 h, allowed to warm to room temperature and stirred for 45 min. More 2-amino-5-cyanopyrimidine (22.9 mg, 0.190 mmol) and LHMDS (1M in THF, 0.152 ml, 0.152 mmol) were added,...